This data is from the Open Reaction Database (ORD), a public repository of structured organic reaction records. The task is: describe an organic reaction: reactants, conditions, products, and yield Starting materials: C1(=CC=CC=C1)[C@@H](C)NC1=CC(=NC=C1[N+](=O)[O-])C1=C2C=CC=NC2=CC=C1 (((1R)-1-Phenylethyl)(5-nitro-2-(5-quinolyl)(4-pyridyl))amine), C([O-])([O-])=O.[K+].[K+] (Potassium carbonate), crude product, C1(=CC=CC=C1)[C@@H](C)NC1=CC(=NC=C1[N+](=O)[O-])Br (((1R)-1-Phenylethyl)(2-bromo-5-nitro(4-pyridyl))amine), N1=CC=CC=2C(=CC=CC12)B(O)O (5-quinolineboronic acid). Solvent: O (water), C(C)(=O)OCC (ethyl acetate), CN(C)C=O (DMF). Isolated yield 77.0%. Reported procedure: ((1R)-1-Phenylethyl)(5-nitro-2-(5-quinolyl)(4-pyridyl))amine. ((1R)-1-Phenylethyl)(2-bromo-5-nitro(4-pyridyl))amine (5.6g, 1.75 mmol)and 5-quinolineboronic acid (393 mg, 2.27 mmole) were dissolved in DMF (25 ml). Nitrogen gas was bubbled into solution for 2 min. Potassium carbonate (970 mg, 7.00 mmol) in water (5 mL) was then added followed by tetrakis(triphenylphosphine)palladium (0) (0.175 mmol). The solution was then heated to 85° C. under nitrogen for 1 h. The solution was condensed under re... Run at temperature 85 celsius. Reagents/catalysts: C=1C=CC(=CC1)[P](C=2C=CC=CC2)(C=3C=CC=CC3)[Pd]([P](C=4C=CC=CC4)(C=5C=CC=CC5)C=6C=CC=CC6)([P](C=7C=CC=CC7)(C=8C=CC=CC8)C=9C=CC=CC9)[P](C=1C=CC=CC1)(C=1C=CC=CC1)C=1C=CC=CC1 (tetrakis(triphenylphosphine)palladium). Reaction SMILES: [C:1]1([C@H:7]([NH:9][C:10]2[C:15]([N+:16]([O-])=O)=CN=[C:12]([C:19]3[CH:28]=[CH:27][CH:26]=[C:25]4[C:20]=3[CH:21]=[CH:22][CH:23]=[N:24]4)[CH:11]=2)[CH3:8])[CH:6]=[CH:5][CH:4]=[CH:3][CH:2]=1.C1([C@H](NC2[C:43]([N+:44]([O-])=O)=CN=C(Br)C=2)C)C=CC=CC=1.N1C2C=CC=C(B(O)O)C=2C=CC=1.[C:61](=O)([O-])[O-:62].[K+].[K+]>CN(C=O)C.O.C(OCC)(=O)C.C1C=CC([P]([Pd]([P](C2C=CC=CC=2)(C2C=CC=CC=2)C2C=CC=CC=2)([P](C2C=CC=CC=2)(C2C=CC=CC=2)C2C=CC=CC=2)[P](C2C=CC=CC=2)(C2C=CC=CC=2)C2C=CC=CC=2)(C2C=CC=CC=2)C2C=CC=CC=2)=CC=1>[C:1]1([C@H:7]([N:9]2[C:10]3[C:15](=[N:44][CH:43]=[C:12]([C:19]4[CH:28]=[CH:27][CH:26]=[C:25]5[C:20]=4[CH:21]=[CH:22][CH:23]=[N:24]5)[CH:11]=3)[NH:16][C:61]2=[O:62])[CH3:8])[CH:2]=[CH:3][CH:4]=[CH:5][CH:6]=1 |f:3.4.5,^1:82,84,103,122|. The product is C1(=CC=CC=C1)[C@@H](C)N1C(NC2=NC=C(C=C21)C2=C1C=CC=NC1=CC=C2)=O ((R)-1-(1-PHENYLETHYL)-6-(QUINOLIN-5-yl)-1H-IMIDAZO[4,5-B]PYRIDIN-2(3H)-ONE). Reactants: C1(=CC=CC=C1)CCCN (3-phenylpropan-1-amine), Cl.CN(CCCN=C=NCC)C (N-(3-dimethylaminopropyl)-N′-ethylcarbodiimide hydrochloride), C1N(CC2=CC=CC=C12)C(=O)NC1=CC=C(C(=O)O)C=C1 (4-(Isoindoline-2-carboxamido)benzoic acid), O.ON1N=NC2=C1C=CC=C2 (1-hydroxybenzotriazole hydrate). Solvent: CN(C=O)C (dimethylformamide), O (water). Run at time 8 hour. Yields the product C1(=CC=CC=C1)CCCNC(=O)C1=CC=C(C=C1)NC(=O)N1CC2=CC=CC=C2C1 (N-{4-[(3-phenylpropyl)carbamoyl]phenyl}-1,3-dihydro-2H-isoindole-2-carboxamide). RXN SMILES: [CH2:1]1[C:9]2[C:4](=[CH:5][CH:6]=[CH:7][CH:8]=2)[CH2:3][N:2]1[C:10]([NH:12][C:13]1[CH:21]=[CH:20][C:16]([C:17]([OH:19])=O)=[CH:15][CH:14]=1)=[O:11].O.ON1C2C=CC=CC=2N=N1.[C:33]1([CH2:39][CH2:40][CH2:41][NH2:42])[CH:38]=[CH:37][CH:36]=[CH:35][CH:34]=1.Cl.CN(C)CCCN=C=NCC>CN(C)C=O.O>[C:33]1([CH2:39][CH2:40][CH2:41][NH:42][C:17]([C:16]2[CH:20]=[CH:21][C:13]([NH:12][C:10]([N:2]3[CH2:1][C:9]4[C:4](=[CH:5][CH:6]=[CH:7][CH:8]=4)[CH2:3]3)=[O:11])=[CH:14][CH:15]=2)=[O:19])[CH:38]=[CH:37][CH:36]=[CH:35][CH:34]=1 |f:1.2,4.5|. Procedure: 4-(Isoindoline-2-carboxamido)benzoic acid (150 mg, 0.531 mmol) and 1-hydroxybenzotriazole hydrate (122 mg, 0.797 mmol) were dissolved in dimethylformamide (3 ml) followed by addition of 3-phenylpropan-1-amine (110 mg, 0.797 mmol) and N-(3-dimethylaminopropyl)-N′-ethylcarbodiimide hydrochloride (153 mg, 0.797 mmol). The homogeneous solution was stirred at ambient temperature overnight. The solution was diluted with water to give a precipitate which was filtered, washed with cold ethyl acetate the... Reactants: CC1(C2C(C3=CC(=CC=C3O1)C#N)O2)C ((±)-2,2-dimethyl-1a,7b-dihydro-2H-1,3-dioxa-cyclopropa[a]naphthalene-6-carbonitrile), ClC1=CC=C(C=C1)C1=CN=CN1 (5-(4-chloro-phenyl)-1H-imidazole). Yields the product ClC1=CC=C(C=C1)C1=CN=CN1C1=CC(OC2=CC=C(C=C12)C#N)(C)C (4-[5-(4-Chloro-phenyl)-imidazol-1-yl]-2,2-dimethyl-2H-chromene-6-carbonitrile). As a reaction SMILES: [CH3:1][C:2]1([CH3:15])[O:11][C:10]2[C:5](=[CH:6][C:7]([C:12]#[N:13])=[CH:8][CH:9]=2)[CH:4]2O[CH:3]12.[Cl:16][C:17]1[CH:22]=[CH:21][C:20]([C:23]2[NH:27][CH:26]=[N:25][CH:24]=2)=[CH:19][CH:18]=1>>[Cl:16][C:17]1[CH:18]=[CH:19][C:20]([C:23]2[N:27]([C:4]3[C:5]4[C:10](=[CH:9][CH:8]=[C:7]([C:12]#[N:13])[CH:6]=4)[O:11][C:2]([CH3:15])([CH3:1])[CH:3]=3)[CH:26]=[N:25][CH:24]=2)=[CH:21][CH:22]=1. Reported procedure: Following the procedure in Example 1, using (±)-2,2-dimethyl-1a,7b-dihydro-2H-1,3-dioxa-cyclopropa[a]naphthalene-6-carbonitrile and 5-(4-chloro-phenyl)-1H-imidazole as starting materials, the title compounds were prepared as white solid. Reactants: acid chloride, CC(C)([O-])C.[K+] (potassium tertiary butoxide), CS(=O)(=O)NC(C1=C(C=CC(=C1)OC1=C(C=C(C=C1)C(F)(F)F)Cl)[N+](=O)[O-])=O (N-methylsulfonyl-5-[2-chloro-4-(trifluoromethyl)phenoxy]-2-nitro-benzamide). Run in O1CCCC1 (tetrahydrofuran), C1(=CC=CC=C1)C (toluene), O1CCCC1 (tetrahydrofuran), O1CCCC1 (tetrahydrofuran). The product is ClC1=C(OC=2C=CC(=C(C(=O)N(S(=O)(=O)C)C(C3=C(C=CC(=C3)OC3=C(C=C(C=C3)C(F)(F)F)Cl)[N+](=O)[O-])=O)C2)[N+](=O)[O-])C=CC(=C1)C(F)(F)F (N,N-bis[5-(2-chloro-4-(trifluoromethyl) phenoxy)-2-nitrobenzoyl]methane sulfonamide). Reaction SMILES: [CH3:1][S:2]([NH:5][C:6](=[O:28])[C:7]1[CH:12]=[C:11]([O:13][C:14]2[CH:19]=[CH:18][C:17]([C:20]([F:23])([F:22])[F:21])=[CH:16][C:15]=2[Cl:24])[CH:10]=[CH:9][C:8]=1[N+:25]([O-:27])=[O:26])(=[O:4])=[O:3].C[C:30]([CH3:33])([O-:32])[CH3:31].[K+]>O1CCCC1.C1(C)C=CC=CC=1>[Cl:24][C:15]1[CH:16]=[C:17]([C:20]([F:21])([F:23])[F:22])[CH:18]=[CH:19][C:14]=1[O:13][C:11]1[CH:10]=[CH:9][C:8]([N+:25]([O-:27])=[O:26])=[C:7]([CH:12]=1)[C:6]([N:5]([C:6](=[O:28])[C:7]1[CH:33]=[C:30]([O:32][C:14]2[CH:19]=[CH:18][C:17]([C:20]([F:23])([F:21])[F:22])=[CH:16][C:15]=2[Cl:24])[CH:31]=[CH:9][C:8]=1[N+:25]([O-:27])=[O:26])[S:2]([CH3:1])(=[O:4])=[O:3])=[O:28] |f:1.2|. Procedure: To N-methylsulfonyl-5-[2-chloro-4-(trifluoromethyl)phenoxy]-2-nitro-benzamide (20.0 grams, 45.6 millimoles) dissolved in 100 ml tetrahydrofuran was added potassium tertiary butoxide in tetrahydrofuran with cooling. A solution of the acid chloride product as described in Example 1 in tetrahydrofuran was then added and the mixture stirred at ambient temperature for forty eight hours under nitrogen with precautions taken to exclude moisture throughout this procedure. The mixture was then diluted wi... The product is C(=O)(O)C=1C=C2CC(CC2=CC1OC)N(CCC)CCC (5-Carboxy-6-methoxy-2-(di-n-propylamino)indan). Reactants: C(=O)(OC)C=1C=C2CC(CC2=CC1OC)N(CCC)CCC (5-Carbomethoxy-6-methoxy-2-(di-n-propylamino)indan), [OH-].[Na+] (sodium hydroxide). Procedure: A solution of 5-carbomethoxy-6-methoxy-2-(di-n-propylamino)indan (Example 57) in methanol/water is hydrolyzed with sodium hydroxide. After work-up and purification, the title compound is obtained. Reaction SMILES: [C:1]([C:5]1[CH:6]=[C:7]2[C:11](=[CH:12][C:13]=1[O:14][CH3:15])[CH2:10][CH:9]([N:16]([CH2:20][CH2:21][CH3:22])[CH2:17][CH2:18][CH3:19])[CH2:8]2)([O:3]C)=[O:2].[OH-].[Na+]>CO.O>[C:1]([C:5]1[CH:6]=[C:7]2[C:11](=[CH:12][C:13]=1[O:14][CH3:15])[CH2:10][CH:9]([N:16]([CH2:17][CH2:18][CH3:19])[CH2:20][CH2:21][CH3:22])[CH2:8]2)([OH:3])=[O:2] |f:1.2,3.4|. Solvent: CO.O (methanol water). Starting materials: CCOC(=O)C(CC)c1ccc(C(C)=O)cc1, CCO, [Na+], [OH-], O. Yields the product CCC(C(=O)O)c1ccc(C(C)=O)cc1. As a reaction SMILES: [CH2:1]([CH3:2])[O:3][C:4]([CH:5]([CH2:6][CH3:7])[c:8]1[cH:9][cH:10][c:11]([C:14]([CH3:15])=[O:16])[cH:12][cH:13]1)=[O:17].[CH3:20][CH2:21][OH:22].[Na+:19].[OH-:18].[OH2:23]>>[O:3]=[C:4]([CH:5]([CH2:6][CH3:7])[c:8]1[cH:9][cH:10][c:11]([C:14]([CH3:15])=[O:16])[cH:12][cH:13]1)[OH:17].